This data is from the Open Reaction Database (ORD), a public repository of structured organic reaction records. The task is: describe an organic reaction: reactants, conditions, products, and yield Starting materials: COCCNC(=O)c1cnc(CNC(=O)OC(C)(C)C)c2c(OC)cc(OC)cc12, CCOC(C)=O, Cl. The product is COCCNC(=O)c1cnc(CN)c2c(OC)cc(OC)cc12. RXN SMILES: [C:1]([O:2][C:3](=[O:4])[NH:7][CH2:8][c:9]1[n:10][cH:11][c:12]([C:23]([NH:24][CH2:25][CH2:26][O:27][CH3:28])=[O:29])[c:13]2[cH:14][c:15]([O:21][CH3:22])[cH:16][c:17]([O:19][CH3:20])[c:18]12)([CH3:5])([CH3:6])[CH3:30].[CH3:32][CH2:33][O:34][C:35]([CH3:36])=[O:37].[ClH:31]>>[NH2:7][CH2:8][c:9]1[n:10][cH:11][c:12]([C:23]([NH:24][CH2:25][CH2:26][O:27][CH3:28])=[O:29])[c:13]2[cH:14][c:15]([O:21][CH3:22])[cH:16][c:17]([O:19][CH3:20])[c:18]12. Reactants: C(C)(C)N(CC)C(C)C (IPEA), C1COC(=O)N1P(=O)(N2CCOC2=O)Cl (BOPCl), Cl.ClCCCC(C(=O)NN)C1=CC(=C(C(=C1)F)F)F (5-chloro-2-(3,4,5-trifluorophenyl)pentanoic acid hydrazide hydrochloride), F\C(\C(=O)O)=C/C1=CC(=C(C=C1)N1C=NC(=C1)C)OC ((Z)-2-fluoro-3-[3-methoxy-4-(4-methyl-1H-imidazol-1-yl)phenyl]acrylic acid), O.C([O-])(O)=O.[Na+] (sodium bicarbonate water). Solvent: C(C)(=O)OCC (Ethyl acetate), C(Cl)Cl (methylene chloride). Product: F\C(\C(=O)NNC(C(CCCCl)C1=CC(=C(C(=C1)F)F)F)=O)=C/C1=CC(=C(C=C1)N1C=NC(=C1)C)OC (5-chloro-2-(3,4,5-trifluorophenyl)pentanoic acid N′-{(Z)-2-fluoro-3-[3-methoxy-4-(4-methyl-1H-imidazol-1-yl)phenyl]acryloyl}hydrazide). Reaction SMILES: C(N(C(C)C)CC)(C)C.C1N(P(Cl)(N2C(=O)OCC2)=O)C(=O)OC1.Cl.[Cl:26][CH2:27][CH2:28][CH2:29][CH:30]([C:35]1[CH:40]=[C:39]([F:41])[C:38]([F:42])=[C:37]([F:43])[CH:36]=1)[C:31]([NH:33][NH2:34])=[O:32].[F:44]/[C:45](=[CH:49]\[C:50]1[CH:55]=[CH:54][C:53]([N:56]2[CH:60]=[C:59]([CH3:61])[N:58]=[CH:57]2)=[C:52]([O:62][CH3:63])[CH:51]=1)/[C:46](O)=[O:47].O.C(=O)(O)[O-].[Na+]>C(Cl)Cl.C(OCC)(=O)C>[F:44]/[C:45](=[CH:49]\[C:50]1[CH:55]=[CH:54][C:53]([N:56]2[CH:60]=[C:59]([CH3:61])[N:58]=[CH:57]2)=[C:52]([O:62][CH3:63])[CH:51]=1)/[C:46]([NH:34][NH:33][C:31](=[O:32])[CH:30]([C:35]1[CH:36]=[C:37]([F:43])[C:38]([F:42])=[C:39]([F:41])[CH:40]=1)[CH2:29][CH2:28][CH2:27][Cl:26])=[O:47] |f:2.3,5.6.7|. Procedure details: IPEA (0.14 mL) and BOPCl (100 mg) were added to a solution of 5-chloro-2-(3,4,5-trifluorophenyl)pentanoic acid hydrazide hydrochloride (83 mg) and (Z)-2-fluoro-3-[3-methoxy-4-(4-methyl-1H-imidazol-1-yl)phenyl]acrylic acid (CAS No. 870838-71-4, 72 mg) in methylene chloride (5 mL), and the reaction solution was stirred at room temperature for 13 hours. Ethyl acetate and saturated sodium bicarbonate water were added to the reaction solution, and the organic layer was separated. The resulting organi... The reactants are ClC(=O)OCC (ethyl chloroformate), N (ammonia), COC1=C(C(=O)O)C=C(C(=C1S(N)(=O)=O)N)C (2-methoxy-4-amino-5-methyl sulphamoyl benzoic acid), C1(CCCCCC1)N1C(CCC1)(CN)C (1-cycloheptyl methyl-2-amino methyl pyrrolidine). Run in O (water), O (water), C(C)N(CC)CC (triethylamine), CC(=O)C (acetone), Cl (hydrochloric acid). Run at time 45 minute. The product is C1(CCCCCC1)N1C(CCC1)C(NC(C1=C(C(=C(C(=C1)C)N)S(N)(=O)=O)OC)=O)C (N-(1-cycloheptyl-methyl-2-pyrrolidinyl methyl)-2-methoxy-4-amino-5-methyl-sulphamoyl benzamide). RXN SMILES: [CH3:1][O:2][C:3]1[C:11]([S:12](=[O:15])(=[O:14])[NH2:13])=[C:10]([NH2:16])[C:9]([CH3:17])=[CH:8][C:4]=1[C:5]([OH:7])=O.Cl[C:19](OCC)=O.[CH:24]1([N:31]2[CH2:35][CH2:34][CH2:33][C:32]2(C)[CH2:36][NH2:37])[CH2:30][CH2:29][CH2:28][CH2:27][CH2:26][CH2:25]1.N>O.Cl.C(N(CC)CC)C.CC(C)=O>[CH:24]1([N:31]2[CH2:35][CH2:34][CH2:33][CH:32]2[CH:36]([CH3:19])[NH:37][C:5](=[O:7])[C:4]2[CH:8]=[C:9]([CH3:17])[C:10]([NH2:16])=[C:11]([S:12](=[O:15])(=[O:14])[NH2:13])[C:3]=2[O:2][CH3:1])[CH2:25][CH2:26][CH2:27][CH2:28][CH2:29][CH2:30]1. Procedure details: 6.5 g of 2-methoxy-4-amino-5-methyl sulphamoyl benzoic acid, 75 ml of acetone, 14 ml of water and 3.5 ml of triethylamine (density 0.726) are placed in a 250 ml flask fitted with an agitator, a thermometer, a condenser and a dropping funnel. The solution is cooled to between 0° and +5° C. and 2.7 g of ethyl chloroformate is added drop by drop. The reaction medium is agitated for 45 minutes at room temperature then cooled to 0° C. again. 6.8 g of 1-cycloheptyl methyl-2-amino methyl pyrrolidine is... The reactants are CC(C)(C)[Si](C)(C)N1C(=O)CC1CC(=O)CC(=O)OCc1ccc([N+](=O)[O-])cc1, CO, Cl, [K+], [K+], O=P([O-])([O-])O. Yields the product O=C(CC(=O)OCc1ccc([N+](=O)[O-])cc1)CC1CC(=O)N1. As a reaction SMILES: [C:1]([Si:2]([CH3:3])([CH3:4])[N:6]1[C:7](=[O:27])[CH2:8][CH:9]1[CH2:10][C:11]([CH2:12][C:13](=[O:14])[O:15][CH2:16][c:17]1[cH:18][cH:19][c:20]([N+:23](=[O:24])[O-:25])[cH:21][cH:22]1)=[O:26])([CH3:5])([CH3:28])[CH3:29].[CH3:38][OH:39].[ClH:30].[K+:36].[K+:37].[P:31]([O-:32])([O-:33])([OH:34])=[O:35]>>[NH:6]1[C:7](=[O:27])[CH2:8][CH:9]1[CH2:10][C:11]([CH2:12][C:13](=[O:14])[O:15][CH2:16][c:17]1[cH:18][cH:19][c:20]([N+:23](=[O:24])[O-:25])[cH:21][cH:22]1)=[O:26]. The reactants are FC([C@@H]1CC[C@H](CC1)[O-])(F)F.[Na+] (sodium (trans-4-trifluoromethylcyclohexanolate)), C(CCCCCC)[C@@H]1CC[C@H](CC1)CBr (trans-4-heptylcyclohexylmethyl bromide). The solvent is C1CCOC1 (THF), C1CCOC1 (THF). Reaction conditions: temperature 60 celsius, time 3 hour. The product is FC([C@@H]1CC[C@H](CC1)OC[C@@H]1CC[C@H](CC1)CCCCCCC)(F)F (trans-4-Heptylcyclohexylmethyl trans-4-trifluoromethylcyclohexyl ether). RXN SMILES: [CH2:1]([C@H:8]1[CH2:13][CH2:12][C@H:11]([CH2:14]Br)[CH2:10][CH2:9]1)[CH2:2][CH2:3][CH2:4][CH2:5][CH2:6][CH3:7].[F:16][C:17]([F:26])([F:25])[C@H:18]1[CH2:23][CH2:22][C@H:21]([O-:24])[CH2:20][CH2:19]1.[Na+]>C1COCC1>[F:16][C:17]([F:25])([F:26])[C@H:18]1[CH2:19][CH2:20][C@H:21]([O:24][CH2:14][C@H:11]2[CH2:12][CH2:13][C@H:8]([CH2:1][CH2:2][CH2:3][CH2:4][CH2:5][CH2:6][CH3:7])[CH2:9][CH2:10]2)[CH2:22][CH2:23]1 |f:1.2|. Reported procedure: A mixture of 0.11 mol of trans-4-heptylcyclohexylmethyl bromide and 80 ml of THF is added at 0° C. to a mixture of 0.1 mol of sodium (trans-4-trifluoromethylcyclohexanolate) (prepared from 0.1 mol of trans-4-trifluoromethylcyclohexanol and 0.1 mol of sodium hydride) and 200 ml of THF. The mixture is stirred at 60° C. for 3 hours, and customary work-up gives the product as a colourless solid. Procedure details: The compound was prepared from 5-bromo-2,4-dichloropyrimidine (Aldrich) and 2-methoxybenzaldehyde (Aldrich) in 77% yield in an analogous manner as described in Example 1. 1H NMR (300 MHz, CDCl3) δ 8.75 (s,1 H), 7.34 (d.t. 1H, J=2 Hz, 8 Hz), 7.16 (d,d, 1H, J=1.8 Hz, 7.3 Hz ), 6.96 (d, 1H, J=7.3 Hz), 6.95 (d,1H, J=8 Hz), 1H), 3.85 (s, 3H), 3.148 (br. s, 1H). The product is ClC1=NC=C(C(=N1)Cl)C(O)C1=C(C=CC=C1)OC ((2,4-Dichloro-pyrimidin-5-yl)-(2-methoxy-phenyl)-methanol). The reactants are BrC=1C(=NC(=NC1)Cl)Cl (5-bromo-2,4-dichloropyrimidine), COC1=C(C=O)C=CC=C1 (2-methoxybenzaldehyde). The yield is 77.0%. Reaction SMILES: Br[C:2]1[C:3]([Cl:9])=[N:4][C:5]([Cl:8])=[N:6][CH:7]=1.[CH3:10][O:11][C:12]1[CH:19]=[CH:18][CH:17]=[CH:16][C:13]=1[CH:14]=[O:15]>>[Cl:8][C:5]1[N:4]=[C:3]([Cl:9])[C:2]([CH:14]([C:13]2[CH:16]=[CH:17][CH:18]=[CH:19][C:12]=2[O:11][CH3:10])[OH:15])=[CH:7][N:6]=1. Reactants: BrC1=C(C=CC(=C1)F)S(=O)(=O)NC1=CC=C2C3=C(C=NC2=C1C(=O)OC)OC=C3 (methyl 7-(2-bromo-4-fluorobenzenesulfonylamino)-furo[2,3-c]quinoline-6-carboxylate), BrC1=C(C=CC(=C1)F)S(=O)(=O)NC1=CC=C2C3=C(C=NC2=C1C(=O)OC)OC=C3 (methyl 7-(2-bromo-4-fluorobenzenesulfonylamino)-furo[2,3-c]quinoline-6-carboxylate), C(C)N(C\C=C/[Sn](CCCC)(CCCC)CCCC)CC (N,N-diethyl-N-((Z)-1-tributylstannanylprop-1-en-3-yl)-amine), C(C)N(C\C=C/[Sn](CCCC)(CCCC)CCCC)CC (N,N-diethyl-N-((Z)-1-tributylstannanylprop-1-en-3-yl)-amine), tri-tert-butylphosphinium tetrafluoroborate. Reagents/catalysts: C=1C=CC(=CC1)/C=C/C(=O)/C=C/C2=CC=CC=C2.C=1C=CC(=CC1)/C=C/C(=O)/C=C/C2=CC=CC=C2.C=1C=CC(=CC1)/C=C/C(=O)/C=C/C2=CC=CC=C2.[Pd].[Pd] (tris-(dibenzylideneacetone)dipalladium). Run in O1CCOCC1 (dioxane). Reaction conditions: temperature 100 celsius. The product is C(C)N(C\C=C/C1=C(C=CC(=C1)F)S(=O)(=O)NC1=CC=C2C3=C(C=NC2=C1C(=O)OC)OC=C3)CC (methyl 7-[2((Z)-3-diethylaminoprop-1-enyl)-4-fluorobenzenesulfonylamino]-furo[2,3-c]quinoline-6-carboxylate). Isolated yield 15.9%. RXN SMILES: Br[C:2]1[CH:7]=[C:6]([F:8])[CH:5]=[CH:4][C:3]=1[S:9]([NH:12][C:13]1[C:22]([C:23]([O:25][CH3:26])=[O:24])=[C:21]2[C:16]([C:17]3[CH:29]=[CH:28][O:27][C:18]=3[CH:19]=[N:20]2)=[CH:15][CH:14]=1)(=[O:11])=[O:10].[CH2:30]([N:32]([CH2:49][CH3:50])[CH2:33]/[CH:34]=[CH:35]\[Sn](CCCC)(CCCC)CCCC)[CH3:31]>O1CCOCC1.C1C=CC(/C=C/C(/C=C/C2C=CC=CC=2)=O)=CC=1.C1C=CC(/C=C/C(/C=C/C2C=CC=CC=2)=O)=CC=1.C1C=CC(/C=C/C(/C=C/C2C=CC=CC=2)=O)=CC=1.[Pd].[Pd]>[CH2:30]([N:32]([CH2:49][CH3:50])[CH2:33]/[CH:34]=[CH:35]\[C:2]1[CH:7]=[C:6]([F:8])[CH:5]=[CH:4][C:3]=1[S:9]([NH:12][C:13]1[C:22]([C:23]([O:25][CH3:26])=[O:24])=[C:21]2[C:16]([C:17]3[CH:29]=[CH:28][O:27][C:18]=3[CH:19]=[N:20]2)=[CH:15][CH:14]=1)(=[O:11])=[O:10])[CH3:31] |f:3.4.5.6.7|. Reported procedure: A mixture of methyl 7-(2-bromo-4-fluorobenzenesulfonylamino)-furo[2,3-c]quinoline-6-carboxylate (Intermediate 9, 0.165 g), N,N-diethyl-N-((Z)-1-tributylstannanylprop-1-en-3-yl)-amine (Intermediate 3, 0.3 g), tri-tert-butylphosphinium tetrafluoroborate (0.01 g), tris-(dibenzylideneacetone)dipalladium (0.019 g) in dioxane (6 mL) was degassed then heated at 100° C. for 75 minutes. After cooling, the mixture was evaporated to approximately half volume then partitioned between ethyl acetate and water...